Task: describe an organic reaction: reactants, conditions, products, and yield. Dataset: the Open Reaction Database (ORD), a public repository of structured organic reaction records Starting materials: CCCCCC, ClCCl, Cl, [Na+], O=C([O-])O, COc1cc(C=O)cc(O)c1OC, SCc1ccccc1S. Yields the product COc1cc(C2SCc3ccccc3S2)cc(O)c1OC. As a reaction SMILES: [CH3:32][CH2:33][CH2:34][CH2:35][CH2:36][CH3:37].[Cl:29][CH2:30][Cl:31].[ClH:1].[Na+:28].[O-:24][C:25]([OH:26])=[O:27].[OH:2][c:3]1[cH:4][c:5]([CH:6]=[O:7])[cH:8][c:9]([O:13][CH3:14])[c:10]1[O:11][CH3:12].[SH:15][CH2:16][c:17]1[c:18]([SH:23])[cH:19][cH:20][cH:21][cH:22]1>>[OH:2][c:3]1[cH:4][c:5]([CH:6]2[S:15][CH2:16][c:17]3[c:18]([cH:19][cH:20][cH:21][cH:22]3)[S:23]2)[cH:8][c:9]([O:13][CH3:14])[c:10]1[O:11][CH3:12]. Reactants: CO, CC(C)(C)OC(=O)NC1(C(=O)NC(CCO)c2ccc(Cl)cc2)CCN(c2ncnc3[nH]cc(C4CC4)c23)CC1, Cl, C1COCCO1. The product is NC1(C(=O)NC(CCO)c2ccc(Cl)cc2)CCN(c2ncnc3[nH]cc(C4CC4)c23)CC1. As a reaction SMILES: [CH3:48][OH:49].[Cl:2][c:3]1[cH:4][cH:5][c:6]([CH:9]([CH2:10][CH2:11][OH:12])[NH:13][C:14](=[O:15])[C:16]2([NH:34][C:35](=[O:36])[O:37][C:38]([CH3:39])([CH3:40])[CH3:41])[CH2:17][CH2:18][N:19]([c:22]3[c:23]4[c:24]([n:25][cH:26][n:27]3)[nH:28][cH:29][c:30]4[CH:31]3[CH2:32][CH2:33]3)[CH2:20][CH2:21]2)[cH:7][cH:8]1.[ClH:1].[O:42]1[CH2:43][CH2:44][O:45][CH2:46][CH2:47]1>>[Cl:2][c:3]1[cH:4][cH:5][c:6]([CH:9]([CH2:10][CH2:11][OH:12])[NH:13][C:14](=[O:15])[C:16]2([NH2:34])[CH2:17][CH2:18][N:19]([c:22]3[c:23]4[c:24]([n:25][cH:26][n:27]3)[nH:28][cH:29][c:30]4[CH:31]3[CH2:32][CH2:33]3)[CH2:20][CH2:21]2)[cH:7][cH:8]1.